This data is from the Open Reaction Database (ORD), a public repository of structured organic reaction records. The task is: describe an organic reaction: reactants, conditions, products, and yield The reactants are C(C)(C)(C)OC(NC1CCC(CC1)NC1=NC=C2C(=N1)NN=C2C2=NC(=NC=C2)NC(CNC(=O)OC(C)(C)C)C2=CC=CC=C2)=O ((4-{3-[2-(2-tert-butoxycarbonylamino-1-phenyl-ethylamino)-pyrimidin-4-yl]-1H-pyrazolo[3,4-d]pyrimidin-6-ylamino}-cyclohexyl)-carbamic acid tert-butyl ester). Run in CO (methanol), Cl (HCl). The product is NCC(C1=CC=CC=C1)NC1=NC=CC(=N1)C1=NNC2=NC(=NC=C21)NC2CCC(CC2)N (N-{3-[2-(2-amino-1-phenyl-ethylamino)-pyrimidin-4-yl]-1H-pyrazolo[3,4-d]pyrimidin-6-yl}-cyclohexane-1,4-diamine). RXN SMILES: C(OC(=O)[NH:7][CH:8]1[CH2:13][CH2:12][CH:11]([NH:14][C:15]2[N:20]=[C:19]3[NH:21][N:22]=[C:23]([C:24]4[CH:29]=[CH:28][N:27]=[C:26]([NH:30][CH:31]([C:41]5[CH:46]=[CH:45][CH:44]=[CH:43][CH:42]=5)[CH2:32][NH:33]C(OC(C)(C)C)=O)[N:25]=4)[C:18]3=[CH:17][N:16]=2)[CH2:10][CH2:9]1)(C)(C)C>CO.Cl>[NH2:33][CH2:32][CH:31]([NH:30][C:26]1[N:25]=[C:24]([C:23]2[C:18]3[C:19](=[N:20][C:15]([NH:14][CH:11]4[CH2:12][CH2:13][CH:8]([NH2:7])[CH2:9][CH2:10]4)=[N:16][CH:17]=3)[NH:21][N:22]=2)[CH:29]=[CH:28][N:27]=1)[C:41]1[CH:46]=[CH:45][CH:44]=[CH:43][CH:42]=1. Procedure details: To a solution of (4-{3-[2-(2-tert-butoxycarbonylamino-1-phenyl-ethylamino)-pyrimidin-4-yl]-1H-pyrazolo[3,4-d]pyrimidin-6-ylamino}-cyclohexyl)-carbamic acid tert-butyl ester (35 mg, 0.05 mmol) in methanol (30 mL) was bubbled in HCl (gas) for 3 hours at room temperature. The mixture was then concentrated by evaporation to afford N-{3-[2-(2-amino-1-phenyl-ethylamino)-pyrimidin-4-yl]-1H-pyrazolo[3,4-d]pyrimidin-6-yl}-cyclohexane-1,4-diamine; hydrochloride. (Yield 23 mg, 83%). Reactants: S (Hydrogen sulfide), CC1(CO1)CCCCC (2-methyl-1-heptene oxide), C(C)(C)NC(C)C (diisopropylamine). Solvent: CCOCC (ether), O1CCCC1 (tetrahydrofuran). Conditions: time 68 hour. The product is SCC(CCCCC)(O)C (1-mercapto-2-methylheptan-2-ol). Reaction SMILES: [SH2:1].[CH3:2][C:3]1([CH2:6][CH2:7][CH2:8][CH2:9][CH3:10])[O:5][CH2:4]1.C(NC(C)C)(C)C>O1CCCC1.CCOCC>[SH:1][CH2:4][C:3]([CH3:2])([OH:5])[CH2:6][CH2:7][CH2:8][CH2:9][CH3:10]. Reported procedure: Hydrogen sulfide gas was bubbled into a solution of 5 (3.84 g, 30 mmol) in tetrahydrofuran (30 mL) containing diisopropylamine (21 mL, 150 mmol) for one hour and the reaction mixture was stirred at room temperature for 68 hours. It was diluted with ether and washed with 10% aqueous hydrogen chloride, saturated sodium bicarbonate solution, and saturated aqueous sodium chloride. The organic layer was dried over magnesium sulfate. The solvent was evaporated in vacuo; 1.2 g of 1-mercapto-2-methylhep... Conditions: time 15 minute. The reagents and catalysts are C1(=CC=C(C=C1)S(=O)(=O)O)C (p-toluenesufonic acid). Procedure: A solution of 3-formyl-1-(toluene-4-sulfonyl)-1H-indole-5-carbonitrile (6.0 g, 18.5 mMol) and 4-(1−cyclopentenyl)pyrrolidine (3.05 g, 22.2 mMol) in benzene (200 mL) containing p-toluenesufonic acid (100 mg) were heated to reflux with azeotropic removal of water for 2 h. The solution was cooled and concentrated to dryness. The residue was then dissolved in THF (100 mL) and methanol (50 mL) and 6 N HCl (100 mL) was added dropwise with stirring over 15 min. The solution was stirred for 48 h and con... As a reaction SMILES: C([C:3]1[C:11]2[C:6](=[CH:7][CH:8]=[C:9]([C:12]#[N:13])[CH:10]=2)[N:5]([S:14]([C:17]2[CH:22]=[CH:21][C:20]([CH3:23])=[CH:19][CH:18]=2)(=[O:16])=[O:15])[CH:4]=1)=O.[C:24]1([CH:29]2CNCC2)[CH2:28][CH2:27][CH2:26][CH:25]=1.[OH2:34]>C1C=CC=CC=1.C1(C)C=CC(S(O)(=O)=O)=CC=1>[O:34]=[C:25]1[CH2:26][CH2:27][CH2:28][C:24]1=[CH:29][C:3]1[C:11]2[C:6](=[CH:7][CH:8]=[C:9]([C:12]#[N:13])[CH:10]=2)[N:5]([S:14]([C:17]2[CH:18]=[CH:19][C:20]([CH3:23])=[CH:21][CH:22]=2)(=[O:15])=[O:16])[CH:4]=1. Product: O=C1C(CCC1)=CC1=CN(C2=CC=C(C=C12)C#N)S(=O)(=O)C1=CC=C(C=C1)C (3-(2-oxo-cyclopent-ylidenemethyl)-1-(toluene-4-sulfonyl)-1H-indole-5-carbonitrile). Starting materials: C(=O)C1=CN(C2=CC=C(C=C12)C#N)S(=O)(=O)C1=CC=C(C=C1)C (3-formyl-1-(toluene-4-sulfonyl)-1H-indole-5-carbonitrile), C1(=CCCC1)C1CCNC1 (4-(1−cyclopentenyl)pyrrolidine), O (water). Solvent: C1=CC=CC=C1 (benzene). Yield: 42.0%. Starting materials: CC(=O)OC(C)=O, CCOC(C)=O, Cc1ccc(N)cc1Cl, c1ccncc1. Product: CC(=O)Nc1ccc(C)c(Cl)c1. RXN SMILES: [CH3:1][C:2]([O:3][C:5]([CH3:6])=[O:7])=[O:4].[CH3:23][CH2:24][O:25][C:26](=[O:27])[CH3:28].[CH3:8][c:9]1[cH:10][cH:11][c:12]([NH2:13])[cH:14][c:15]1[Cl:16].[cH:17]1[cH:18][cH:19][n:20][cH:21][cH:22]1>>[C:5]([CH3:6])(=[O:7])[NH:13][c:12]1[cH:11][cH:10][c:9]([CH3:8])[c:15]([Cl:16])[cH:14]1. Reactants: ClC=1C=C(C=CC1)C(N1CCNCC1)C1=CC=CC=C1 (1-[(3-Chlorophenyl)phenylmethyl]piperazine), C1(CC1)NS(=O)(=O)CCCCCCBr (N-cyclopropyl-6-bromohexanesulfonamide). Solvent: C(C)N(C(C)C)C(C)C (N-ethyldiisopropylamine). The product is C1(CC1)NS(=O)(=O)CCCCCCN1CCN(CC1)C(C1=CC=CC=C1)C1=CC(=CC=C1)Cl (N-cyclopropyl-6-[4-[(3-chlorophenyl)phenylmethyl]-1-piperazinyl]hexanesulfonamide). Yield: 90.7%. Reaction SMILES: [Cl:1][C:2]1[CH:3]=[C:4]([CH:8]([C:15]2[CH:20]=[CH:19][CH:18]=[CH:17][CH:16]=2)[N:9]2[CH2:14][CH2:13][NH:12][CH2:11][CH2:10]2)[CH:5]=[CH:6][CH:7]=1.[CH:21]1([NH:24][S:25]([CH2:28][CH2:29][CH2:30][CH2:31][CH2:32][CH2:33]Br)(=[O:27])=[O:26])[CH2:23][CH2:22]1>C(N(C(C)C)C(C)C)C>[CH:21]1([NH:24][S:25]([CH2:28][CH2:29][CH2:30][CH2:31][CH2:32][CH2:33][N:12]2[CH2:11][CH2:10][N:9]([CH:8]([C:4]3[CH:5]=[CH:6][CH:7]=[C:2]([Cl:1])[CH:3]=3)[C:15]3[CH:20]=[CH:19][CH:18]=[CH:17][CH:16]=3)[CH2:14][CH2:13]2)(=[O:27])=[O:26])[CH2:23][CH2:22]1. Procedure details: 1-[(3-Chlorophenyl)phenylmethyl]piperazine (458.6 mg, 1.60 mmol) and N-cyclopropyl-6-bromohexanesulfonamide (500 mg, 1.76 mmol) were refluxed in N-ethyldiisopropylamine (2 ml) for 4 hours. The reaction mixture was concentrated in vacuo, and water was added thereto. The mixture was extracted with chloroform. The chloroform layer was washed with water, and dried over anhydrous magnesium sulfate. Subsequently, the solvent was removed by evaporation in vacuo. The resulting crude product was purified... The reactants are C(C)OC=1C(C(C1NCC1=CC(=C(C=C1)C#N)CC)=O)=O (3-ethoxy-4-(3-ethyl-4-cyano-benzylamino)-cyclobut-3-ene-1,2-dione), ClCCl (dichloromethane), N[C@H](C)C(C)(C)C ((R)-2-amino-3,3-dimethylbutane), solution. The solvent is C(C)O (ethanol). Run at time 24 hour. Product: O=C1C(=C(C1=O)NCC1=CC(=C(C#N)C=C1)CC)NC(C(C)(C)C)C (4-[{3,4-Dioxo-2-(1,2,2-trimethyl-propylamino)-cyclobut-1-enylamino]-methyl}-2-ethyl-benzonitrile). As a reaction SMILES: C(O[C:4]1[C:5](=[O:21])[C:6](=[O:20])[C:7]=1[NH:8][CH2:9][C:10]1[CH:15]=[CH:14][C:13]([C:16]#[N:17])=[C:12]([CH2:18][CH3:19])[CH:11]=1)C.[NH2:22][C@@H:23]([C:25]([CH3:28])([CH3:27])[CH3:26])[CH3:24].ClCCl>C(O)C>[O:21]=[C:5]1[C:6](=[O:20])[C:7]([NH:8][CH2:9][C:10]2[CH:15]=[CH:14][C:13]([C:16]#[N:17])=[C:12]([CH2:18][CH3:19])[CH:11]=2)=[C:4]1[NH:22][CH:23]([CH3:24])[C:25]([CH3:28])([CH3:27])[CH3:26]. Procedure: This compound was prepared according to the procedure described in Example 24, Step 1. From 3-ethyl-4-cyanobenzaldehyde oxime (0.88 g, 5.05 mmol), zinc powder (1.32 g, 20 mmol), glacial acetic acid (10 mL), and 3,4-diethyoxy-3-cyclobutene-1,2-dione (0.75 mL, 5.07 mmol) in absolute ethanol (100 mL) there was obtained after chromatography on silica gel (hexane:ethyl acetate (1:1), 5% methanol in dichloromethane) 0.64 g (45%) of a solid. Following the procedure described in Example 34, a portion of... Reactants: CCc1cnc(CC)c(NC2CN(C(=O)OCc3ccccc3)CC2O)n1, NC1COCC1O. The product is CCc1cnc(CC)c(NC2COCC2O)n1. As a reaction SMILES: [CH2:1]([O:2][C:3]([N:4]1[CH2:12][CH:13]([NH:17][c:18]2[n:19][c:20]([CH2:26][CH3:27])[cH:21][n:22][c:23]2[CH2:24][CH3:25])[CH:14]([OH:16])[CH2:15]1)=[O:5])[c:6]1[cH:7][cH:8][cH:9][cH:10][cH:11]1.[NH2:28][CH:29]1[CH2:30][O:32][CH2:31][CH:33]1[OH:34]>>[CH2:12]1[CH:13]([NH:17][c:18]2[n:19][c:20]([CH2:26][CH3:27])[cH:21][n:22][c:23]2[CH2:24][CH3:25])[CH:14]([OH:16])[CH2:15][O:32]1.